From a dataset of the Open Reaction Database (ORD), a public repository of structured organic reaction records. describe an organic reaction: reactants, conditions, products, and yield Reactants: BrCC(CC(=O)NCC(=O)N)=O (2-(4-bromo-3-oxobutanamido)acetamide), [BH4-].[Na+] (sodium borohydride), O1CCCC=C1 (dihydropyran), [H-].[Na+] (sodium hydride). Product: BrCC(CC(=O)NCC(=O)N)O (2-(4-bromo-3-hydroxybutanamido)acetamide), BrCC(CC(=O)NCC(=O)N)OC1OCCCC1 (2-(4-bromo-3-(tetrahydropyran-2-yloxy)butanamido)acetamide), O=C1N(CC(C1)C1OCCCC1)CC(=O)N (2-oxo-4-(tetrahydropyran-2-yl)-1-pyrrolidineacetamide). Reaction SMILES: [Br:1][CH2:2][C:3](=[O:12])[CH2:4][C:5]([NH:7][CH2:8][C:9]([NH2:11])=[O:10])=[O:6].[BH4-].[Na+].[O:15]1[CH:20]=[CH:19][CH2:18][CH2:17][CH2:16]1.[H-].[Na+]>>[Br:1][CH2:2][CH:3]([OH:12])[CH2:4][C:5]([NH:7][CH2:8][C:9]([NH2:11])=[O:10])=[O:6].[Br:1][CH2:2][CH:3]([O:12][CH:16]1[CH2:17][CH2:18][CH2:19][CH2:20][O:15]1)[CH2:4][C:5]([NH:7][CH2:8][C:9]([NH2:11])=[O:10])=[O:6].[O:6]=[C:5]1[CH2:4][CH:3]([CH:20]2[CH2:19][CH2:18][CH2:17][CH2:16][O:15]2)[CH2:2][N:7]1[CH2:8][C:9]([NH2:11])=[O:10] |f:1.2,4.5|. Procedure details: Substitution of glycineamide hydrochloride for glycine methyl ester hydrochloride in the procedure of Example 1 gives 2-(4-bromo-3-oxobutanamido)acetamide and successive reaction of this with sodium borohydride, dihydropyran, and sodium hydride according to the procedures of Examples 2, 5 and 10 gives 2-(4-bromo-3-hydroxybutanamido)acetamide, 2-(4-bromo-3-(tetrahydropyran-2-yloxy)butanamido)acetamide and 2-oxo-4-(tetrahydropyran-2-yl)-1-pyrrolidineacetamide, respectively. Deprotection of the lat... The reactants are C(C(C)C)OC(=O)Cl (isobutylchloroformate), C1(=CC=CC=C1)CCN (2-phenylethylamine), anhydride, C(CCC)C1=NC2=C(N1CC1=CC=C(C=C1)C=1C(=CC=CC1)C(=O)OC(C)(C)C)C=C(C=C2)C(=O)O (tert.-butyl 4'-[(2-n-butyl-6-carboxy-benzimidazol-1-yl)-methyl]biphenyl-2-carboxylate), CN1CCOCC1 (N-methylmorpholine), C(=O)=O.C(C)(C)O (dry ice isopropanol). Run in O1CCCC1 (tetrahydrofuran), O1CCCC1 (tetrahydrofuran), O1CCCC1 (tetrahydrofuran). Conditions: temperature -20 celsius. Yields the product C(CCC)C1=NC2=C(N1CC1=CC=C(C=C1)C=1C(=CC=CC1)C(=O)OC(C)(C)C)C=C(C=C2)C(=O)NCCC2=CC=CC=C2 (Tert.-butyl 4'-[(2-n-butyl-6-(2phenylethylamino-carbonyl)-benzimidazol-1-yl)-methyl]biphenyl-2-carboxylate). Reaction SMILES: [CH2:1]([C:5]1[N:9]([CH2:10][C:11]2[CH:16]=[CH:15][C:14]([C:17]3[C:18]([C:23]([O:25][C:26]([CH3:29])([CH3:28])[CH3:27])=[O:24])=[CH:19][CH:20]=[CH:21][CH:22]=3)=[CH:13][CH:12]=2)[C:8]2[CH:30]=[C:31]([C:34]([OH:36])=O)[CH:32]=[CH:33][C:7]=2[N:6]=1)[CH2:2][CH2:3][CH3:4].C(=O)=O.C(O)(C)C.CN1CCOCC1.C(OC(Cl)=O)C(C)C.[C:59]1([CH2:65][CH2:66][NH2:67])[CH:64]=[CH:63][CH:62]=[CH:61][CH:60]=1>O1CCCC1>[CH2:1]([C:5]1[N:9]([CH2:10][C:11]2[CH:12]=[CH:13][C:14]([C:17]3[C:18]([C:23]([O:25][C:26]([CH3:27])([CH3:29])[CH3:28])=[O:24])=[CH:19][CH:20]=[CH:21][CH:22]=3)=[CH:15][CH:16]=2)[C:8]2[CH:30]=[C:31]([C:34]([NH:67][CH2:66][CH2:65][C:59]3[CH:64]=[CH:63][CH:62]=[CH:61][CH:60]=3)=[O:36])[CH:32]=[CH:33][C:7]=2[N:6]=1)[CH2:2][CH2:3][CH3:4] |f:1.2|. Procedure: 484 mg (1 mmol) of tert.-butyl 4'-[(2-n-butyl-6-carboxy-benzimidazol-1-yl)-methyl]biphenyl-2-carboxylate are dissolved in 10 ml of absolute tetrahydrofuran and cooled to -20° C. with stirring and cooling with dry ice/isopropanol. At this temperature 101 mg (1 mmol) of N-methylmorpholine are added. The resulting mixture is then cooled to -30° C. and a solution of 136 mg (1 mmol) of isobutylchloroformate dissolved in 5 ml of absolute tetrahydrofuran is slowly added dropwise. To complete the format... Starting materials: CC=1C=C(OCC(=O)[O-])C=CC1 (3-methylphenoxyacetate), C1CCOC1.CO (THF MeOH), [Li+].[OH-] (LiOH), Cl (HCl). Solvent: O (H2O), CCOC(=O)C (EtOAc). Conditions: time 1 hour. Product: CC=1C=C(OCC(=O)O)C=CC1 (3-methylphenoxy acetic acid). As a reaction SMILES: [CH3:1][C:2]1[CH:3]=[C:4]([CH:10]=[CH:11][CH:12]=1)[O:5][CH2:6][C:7]([O-:9])=[O:8].C1COCC1.CO.[Li+].[OH-].Cl>O.CCOC(C)=O>[CH3:1][C:2]1[CH:3]=[C:4]([CH:10]=[CH:11][CH:12]=1)[O:5][CH2:6][C:7]([OH:9])=[O:8] |f:1.2,3.4|. Reported procedure: A solution of 11-13 (0.145 g, 0.285 mmol) in 1:1 THF/MeOH (6 mL) was treated with LiOH (0.114 g, 28.5 mmol) dissolved in 6 mL of H2O. After stirring for 1 hour at room temperature the solvents were removed, the residue dissolved in H2O/EtOAc/10% KHSO4 and the layers separted. The water layer was washed with EtOAc, the organic layers were combined, dried, and filtered to give the intermediate acid as a yellow oil. This material was dissolved in EtOAc (10 mL), cooled to -78° C., the solution satur... The reactants are ClC=1C=C(C=CC1)CN1C(CCC1=O)C(=O)O ((±)-1-[(3-chlorophenyl)methyl]-5-oxo-2-pyrrolidinecarboxylic acid), S(=O)(Cl)Cl (thionyl chloride), acid chloride, [Cl-].[Al+3].[Cl-].[Cl-] (aluminum chloride), resultant solution, O (Water). Solvent: ClCCl (dichloromethane). Run at temperature 5 celsius, time 8 hour. The product is ClC=1C=CC=2C(C3N(CC2C1)C(CC3)=O)=O (7-Chloro-1,10a-dihydropyrrolo[1,2-b]isoquinoline-3,10[2H,5H]-dione). Isolated yield 49.0%. As a reaction SMILES: [Cl:1][C:2]1[CH:3]=[C:4]([CH2:8][N:9]2[C:13](=[O:14])[CH2:12][CH2:11][CH:10]2[C:15]([OH:17])=O)[CH:5]=[CH:6][CH:7]=1.S(Cl)(Cl)=O.[Cl-].[Al+3].[Cl-].[Cl-].O>ClCCl>[Cl:1][C:2]1[CH:7]=[CH:6][C:5]2[C:15](=[O:17])[CH:10]3[CH2:11][CH2:12][C:13](=[O:14])[N:9]3[CH2:8][C:4]=2[CH:3]=1 |f:2.3.4.5|. Procedure: To a solution of 25.37 g of (±)-1-[(3-chlorophenyl)methyl]-5-oxo-2-pyrrolidinecarboxylic acid in sieve dried dichloromethane (20 ml), 13.09 g of thionyl chloride was added, and the resultant solution was stirred and refluxed with the exclusion of moisture for 6 hours. An infrared spectrum of the solution indicated the presence of the acid chloride. After standing overnight at ambient temperature, the solution was chilled to 5° C. and 40 g of aluminum chloride was added in portions with exclusion... Yield: 49.0%. Reaction conditions: temperature 0 celsius, time 1 hour. Procedure: A solution of 2-[3-(1-methyl-1H-pyrazol-4-yl)phenyl]-5-(1H-pyrazol-4-yl)pyrimidine (example 3, 120 mg; 0.40 mmol; 1.0 eq.) in dry DMA (1 mL) was added over a suspension of NaH (60% in oil, 28 mg; 1.19 mmol; 3.0 eq.) in dry DMA (2 mL) maintained at 0° C. under nitrogen atmosphere. The resulting mixture was stirred for one hour at 0° C. then heated at 100° C. O/N after the addition of a solution of 14-(2-Bromo-ethyl)-pyridine hydrobromide (159 mg; 0.60 mmol; 1.5 eq.) in DMA (2 mL). Cesium carbonat... The reactants are C([O-])([O-])=O.[Cs+].[Cs+] (Cesium carbonate), Br.BrCCC1=CC=NC=C1 (4-(2-Bromo-ethyl)-pyridine hydrobromide), CN1N=CC(=C1)C=1C=C(C=CC1)C1=NC=C(C=N1)C=1C=NNC1 (2-[3-(1-methyl-1H-pyrazol-4-yl)phenyl]-5-(1H-pyrazol-4-yl)pyrimidine), [H-].[Na+] (NaH), 14-(2-Bromo-ethyl)-pyridine hydrobromide. As a reaction SMILES: [CH3:1][N:2]1[CH:6]=[C:5]([C:7]2[CH:8]=[C:9]([C:13]3[N:18]=[CH:17][C:16]([C:19]4[CH:20]=[N:21][NH:22][CH:23]=4)=[CH:15][N:14]=3)[CH:10]=[CH:11][CH:12]=2)[CH:4]=[N:3]1.[H-].[Na+].C(=O)([O-])[O-].[Cs+].[Cs+].Br.Br[CH2:34][CH2:35][C:36]1[CH:41]=[CH:40][N:39]=[CH:38][CH:37]=1>CC(N(C)C)=O>[CH3:1][N:2]1[CH:6]=[C:5]([C:7]2[CH:8]=[C:9]([C:13]3[N:14]=[CH:15][C:16]([C:19]4[CH:20]=[N:21][N:22]([CH2:34][CH2:35][C:36]5[CH:41]=[CH:40][N:39]=[CH:38][CH:37]=5)[CH:23]=4)=[CH:17][N:18]=3)[CH:10]=[CH:11][CH:12]=2)[CH:4]=[N:3]1 |f:1.2,3.4.5,6.7|. Solvent: CC(=O)N(C)C (DMA), CC(=O)N(C)C (DMA), CC(=O)N(C)C (DMA). Product: CN1N=CC(=C1)C=1C=C(C=CC1)C1=NC=C(C=N1)C=1C=NN(C1)CCC1=CC=NC=C1 (2-[3-(1-Methyl-1H-pyrazol-4-yl)-phenyl]-5-[1-(2-pyridin-4-yl-ethyl)-1H-pyrazol-4-yl]-pyrimidine), foam. Reactants: C(C)(=S)N (Thioacetamide), BrCC(=O)N1CCN(CC1)C(=O)OC(C)(C)C (tert-butyl 4-(bromoacetyl)piperazinecarboxylate). The solvent is C(C)O (ethanol). The product is CC=1SC=C(N1)N1CCN(CC1)C(=O)OC(C)(C)C (tert-butyl 4-(2-methylthiazol-4-yl)-1-piperazinecarboxylate). Yield: 2.2%. As a reaction SMILES: [C:1]([NH2:4])(=[S:3])[CH3:2].Br[CH2:6][C:7]([N:9]1[CH2:14][CH2:13][N:12]([C:15]([O:17][C:18]([CH3:21])([CH3:20])[CH3:19])=[O:16])[CH2:11][CH2:10]1)=O>C(O)C>[CH3:2][C:1]1[S:3][CH:6]=[C:7]([N:9]2[CH2:14][CH2:13][N:12]([C:15]([O:17][C:18]([CH3:21])([CH3:20])[CH3:19])=[O:16])[CH2:11][CH2:10]2)[N:4]=1. Procedure: Thioacetamide (120 mg) was added to an ethanol (6 mL) solution of tert-butyl 4-(bromoacetyl)piperazinecarboxylate (340 mg) obtained in the above 1), and heated under reflux for 3 hours. The reaction liquid was restored to room temperature, then the solvent was evaporated away under reduced pressure, and the resulting residue was purified through silica gel column chromatography (hexane/ethyl acetate=7/3) to obtain 7 mg of the entitled compound.